This data is from the Open Reaction Database (ORD), a public repository of structured organic reaction records. The task is: describe an organic reaction: reactants, conditions, products, and yield The reactants are CC(C)C1=C(C(=CC=C1)C(C)C)CC(=O)C=1C(=C(C(=CC1)C(C)C)OS(N)(=O)=O)C(C)C (Sulfamic acid[[2,6-bis(1-methylethyl)phenyl]-acetyl]-2,6-bis(1-methylethyl)phenyl ester), C(C)(C)C1=C(C(=CC=C1)C(C)C)CC(=O)O (2,6-diisopropylphenylacetic acid), C1(=CC=CC=C1)C1(CCCC1)C(=O)O (1-phenyl-1-cyclopentanecarboxylic acid). Yields the product C1(=CC=CC=C1)C1(CCCC1)C(=O)C=1C(=C(C(=CC1)C(C)C)OS(N)(=O)=O)C(C)C (Sulfamic acid[(1-phenylcyclopentyl)-carbonyl]-2,6-bis(1-methylethyl)phenyl ester). As a reaction SMILES: CC(C1C=CC=C(C(C)C)C=1CC([C:16]1[C:17]([CH:30]([CH3:32])[CH3:31])=[C:18]([O:25][S:26](=[O:29])(=[O:28])[NH2:27])[C:19]([CH:22]([CH3:24])[CH3:23])=[CH:20][CH:21]=1)=O)C.C(C1C=CC=C(C(C)C)C=1CC(O)=O)(C)C.[C:49]1([C:55]2([C:60]([OH:62])=O)[CH2:59][CH2:58][CH2:57][CH2:56]2)[CH:54]=[CH:53][CH:52]=[CH:51][CH:50]=1>>[C:49]1([C:55]2([C:60]([C:16]3[C:17]([CH:30]([CH3:32])[CH3:31])=[C:18]([O:25][S:26](=[O:28])(=[O:29])[NH2:27])[C:19]([CH:22]([CH3:24])[CH3:23])=[CH:20][CH:21]=3)=[O:62])[CH2:56][CH2:57][CH2:58][CH2:59]2)[CH:50]=[CH:51][CH:52]=[CH:53][CH:54]=1. Procedure: This compound was prepared in the same manner as for the title compound of Example 1, except that 2,6-diisopropylphenylacetic acid was replaced with 1-phenyl-1-cyclopentanecarboxylic acid, mp 149°-152° C. Run at time 1 hour. Reaction SMILES: [CH2:1]([NH:5][C@H:6]([C:9]1[CH:14]=[CH:13][CH:12]=[CH:11][CH:10]=1)[CH:7]=[CH2:8])[CH:2]([CH3:4])[CH3:3].C(NC(C)C)(C)C.[C:22](Cl)(=[O:29])[C:23]1[CH:28]=[CH:27][CH:26]=[CH:25][CH:24]=1>C(Cl)Cl>[CH2:1]([N:5]([C@H:6]([C:9]1[CH:10]=[CH:11][CH:12]=[CH:13][CH:14]=1)[CH:7]=[CH2:8])[C:22](=[O:29])[C:23]1[CH:28]=[CH:27][CH:26]=[CH:25][CH:24]=1)[CH:2]([CH3:3])[CH3:4]. Procedure: To a solution of (1S)-N-isobutyl-1-phenylprop-2-en-1-amine (9a) (25 mg) and diisopropylamine (19 mg) in DCM (2.5 ml) at RT under N2 was added benzoyl chloride (21 mg). This mixture was stirred for 1 h. The reaction was evaporated and purified by flash chromatography (2% EtOAc/hexane) to afford the title compound (15 mg, 44%) as a pale oil. 1H NMR (300 MHz, CDCl3) δ 0.70 (d, 6H, J=6.6 Hz), 0.81 (bs, 3H), 1.75 (bs, 1H), 2.99-3.06 (m, 1H), 3.25-3.32 (m, 1H), 5.20-5.28 (m, 1H), 5.41 (d, 1H, J=9 Hz),... Reactants: C(C(C)C)N[C@@H](C=C)C1=CC=CC=C1 ((1S)-N-isobutyl-1-phenylprop-2-en-1-amine), C(C)(C)NC(C)C (diisopropylamine), C(C1=CC=CC=C1)(=O)Cl (benzoyl chloride). The yield is 38.7%. The solvent is C(Cl)Cl (DCM). The product is C(C(C)C)N(C(C1=CC=CC=C1)=O)[C@@H](C=C)C1=CC=CC=C1 (N-isobutyl-N-[(1S)-1-phenylprop-2-en-1-yl]benzamide). Reactants: OC1=C(C(OC(=C1)C(CC/C=C/C(=O)OC)C)=O)C(CC)=O ((E)-Methyl 6-(4-hydroxy-2-oxo-3-propionyl-2-H-pyran-6-yl)hept-2-enoate), CCN(C(C)C)C(C)C (DIPEA), C\C(=C/C=O)\CCCCC ((E)-3-methyl-2-octenal). Reagents/catalysts: [Ti](Cl)(Cl)(Cl)Cl (titanium tetrachloride). The solvent is C(Cl)Cl (CH2Cl2), C(Cl)Cl (CH2Cl2). Run at time 20 minute. Yields the product C/C(/C(=O)C=1C(OC(=CC1O)C(CC/C=C/C(=O)OC)C)=O)=C\C=C(CCCCC)C ((2E)-Methyl 6-(3-((2E)-2,5-dimethyldeca-2,4-dienoyl)-4-hydroxy-2-oxo-2H-pyran-6-yl)hept-2-enoate). As a reaction SMILES: [OH:1][C:2]1[CH:7]=[C:6]([CH:8]([CH3:17])[CH2:9][CH2:10]/[CH:11]=[CH:12]/[C:13]([O:15][CH3:16])=[O:14])[O:5][C:4](=[O:18])[C:3]=1[C:19](=[O:22])[CH2:20][CH3:21].CCN(C(C)C)C(C)C.[CH3:32]/[C:33](/[CH2:37][CH2:38][CH2:39][CH2:40][CH3:41])=[CH:34]\[CH:35]=O>C(Cl)Cl.[Ti](Cl)(Cl)(Cl)Cl>[CH3:21]/[C:20](=[CH:35]\[CH:34]=[C:33]([CH3:32])[CH2:37][CH2:38][CH2:39][CH2:40][CH3:41])/[C:19]([C:3]1[C:4](=[O:18])[O:5][C:6]([CH:8]([CH3:17])[CH2:9][CH2:10]/[CH:11]=[CH:12]/[C:13]([O:15][CH3:16])=[O:14])=[CH:7][C:2]=1[OH:1])=[O:22]. Procedure details: To (E)-methyl 6-(4-hydroxy-2-oxo-3-propionyl-2-H-pyran-6-yl)hept-2-enoate (VII; 0.63 g, 2.05 mmol) in 30 ml anhydrous CH2Cl2 at −72° C., was added titanium tetrachloride (0.88 ml; 8 mmol; Aldrich) under argon, and the reaction mixture was stirred for 20 min. DIPEA (1.64 ml; 9.43 mmol; Aldrich) was added, and the reaction mixture was stirred for 90 min. (E)-3-methyl-octenal (XXI; 1 g; 7.25 mmol) in 5 ml anhydrous CH2Cl2 was added in two portions over 10 min, and the reaction mixture was stirred a... The product is N1=CC=C(C=C1)C1(CCCCC1)C#N (1-(4-Pyridyl)cyclohexanecarbonitrile). Starting materials: NH4CO, Cl.N1=CC=C(C=C1)CC#N (4-pyridylacetonitrile hydrochloride), BrCCCCCBr (1,5-dibromopentane), [H-].[Na+] (sodium hydride). Run at temperature 0 celsius, time 30 minute. Solvent: CN(C)C=O (DMF). Procedure: A mixture of 3 g of 4-pyridylacetonitrile hydrochloride in 50 ml of DMF is cooled to 0° C., 2.6 g of 60% sodium hydride in oil are added portionwise and the mixture is left stirring at RT for 1 hour 30 minutes. The reaction mixture is cooled on an ice bath, 2.7 ml of 1,5-dibromopentane are added dropwise and this mixture is left stirring at RT for 48 hours. The reaction mixture is poured into saturated NH4CO solution and extracted with ether, the organic phase is washed three times with water an... As a reaction SMILES: Cl.[N:2]1[CH:7]=[CH:6][C:5]([CH2:8][C:9]#[N:10])=[CH:4][CH:3]=1.[H-].[Na+].Br[CH2:14][CH2:15][CH2:16][CH2:17][CH2:18]Br>CN(C=O)C>[N:2]1[CH:7]=[CH:6][C:5]([C:8]2([C:9]#[N:10])[CH2:18][CH2:17][CH2:16][CH2:15][CH2:14]2)=[CH:4][CH:3]=1 |f:0.1,2.3|. Reactants: N1CCC2=CC=CC=C12 (indoline), ClC1=NC=NC2=CC=CC=C12 (4-chloroquinazoline), N1=CN=C(C2=CC=CC=C12)N1CC(C2=CC=CC=C12)CC(=O)OCC (ethyl 1-quinazolin-4-ylindolin-3-ylacetate). Yields the product CN(C=1C=C2C(C(N(C2=CC1)C1=NC=NC2=CC=CC=C12)C)CC(=O)OC)C (methyl 5-dimethylamino-2-methyl-1-quinazolin-4-ylindolin-3-ylacetate). Reaction SMILES: [NH:1]1[C:9]2C(=CC=CC=2)C[CH2:2]1.Cl[C:11]1C2C(=CC=CC=2)N=CN=1.[N:21]1[C:30]2[C:25](=[CH:26][CH:27]=[CH:28][CH:29]=2)[C:24]([N:31]2[C:39]3[C:34](=[CH:35][CH:36]=[CH:37][CH:38]=3)[CH:33]([CH2:40][C:41]([O:43][CH2:44]C)=[O:42])[CH2:32]2)=[N:23][CH:22]=1>>[CH3:2][N:1]([CH3:9])[C:36]1[CH:35]=[C:34]2[C:39](=[CH:38][CH:37]=1)[N:31]([C:24]1[C:25]3[C:30](=[CH:29][CH:28]=[CH:27][CH:26]=3)[N:21]=[CH:22][N:23]=1)[CH:32]([CH3:11])[CH:33]2[CH2:40][C:41]([O:43][CH3:44])=[O:42]. Procedure details: This indoline derivative was then reacted with 4-chloroquinazoline in a similar manner to that described in Example 4 for the preparation of ethyl 1-quinazolin-4-ylindolin-3-ylacetate, and there was obtained methyl 5-dimethylamino-2-methyl-1-quinazolin-4-ylindolin-3-ylacetate, as a syrup which was shown to be pure by TLC (systems A and B). Starting materials: C1(CC1)N(C(C(CNC(OC(C)(C)C)=O)CC1=CC=C(C=C1)OCCOC1=C(C=C(C=C1Cl)C)Cl)=O)CC1=CC(=CC(=C1)OCCCSC)CCCOC (tert-Butyl (3-{cyclopropyl{3-(3-methoxypropyl)-5-[3-(methylthio)propoxy]benzyl}amino)-2-{4-[2-(2,6-dichloro-4-methylphenoxy)ethoxy]benzyl}-3-oxopropyl)carbamate), CO (methanol), OOS(=O)[O-].[K+] (Oxone), C([O-])(O)=O.[Na+] (sodium bicarbonate). Run in O (water). Reaction conditions: time 1 hour. The product is C1(CC1)N(C(C(CNC(OC(C)(C)C)=O)CC1=CC=C(C=C1)OCCOC1=C(C=C(C=C1Cl)C)Cl)=O)CC1=CC(=CC(=C1)OCCCS(=O)(=O)C)CCCOC (tert-Butyl (3-{cyclopropyl{3-(3-methoxypropyl)-5-[3-(methyl sulfonyl)propoxy]benzyl}amino)-2-{4-[2-(2,6-dichloro-4-methylphenoxy)ethoxy]benzyl}-3-oxopropyl)carbamate). RXN SMILES: [CH:1]1([N:4]([CH2:37][C:38]2[CH:43]=[C:42]([O:44][CH2:45][CH2:46][CH2:47]SC)[CH:41]=[C:40]([CH2:50][CH2:51][CH2:52][O:53][CH3:54])[CH:39]=2)[C:5](=[O:36])[CH:6]([CH2:16][C:17]2[CH:22]=[CH:21][C:20]([O:23][CH2:24][CH2:25][O:26][C:27]3[C:32]([Cl:33])=[CH:31][C:30]([CH3:34])=[CH:29][C:28]=3[Cl:35])=[CH:19][CH:18]=2)[CH2:7][NH:8][C:9](=[O:15])[O:10][C:11]([CH3:14])([CH3:13])[CH3:12])[CH2:3][CH2:2]1.CO.O[O:58][S:59]([O-:61])=O.[K+].[C:63](=O)(O)[O-].[Na+]>O>[CH:1]1([N:4]([CH2:37][C:38]2[CH:43]=[C:42]([O:44][CH2:45][CH2:46][CH2:47][S:59]([CH3:63])(=[O:61])=[O:58])[CH:41]=[C:40]([CH2:50][CH2:51][CH2:52][O:53][CH3:54])[CH:39]=2)[C:5](=[O:36])[CH:6]([CH2:16][C:17]2[CH:22]=[CH:21][C:20]([O:23][CH2:24][CH2:25][O:26][C:27]3[C:32]([Cl:33])=[CH:31][C:30]([CH3:34])=[CH:29][C:28]=3[Cl:35])=[CH:19][CH:18]=2)[CH2:7][NH:8][C:9](=[O:15])[O:10][C:11]([CH3:14])([CH3:13])[CH3:12])[CH2:2][CH2:3]1 |f:2.3,4.5|. Procedure: To tert-butyl (3-{cyclopropyl{3-(3-methoxypropyl)-5-[3-(methylthio)propoxy]benzyl}amino)-2-{4-[2-(2,6-dichloro-4-methylphenoxy)ethoxy]benzyl}-3-oxopropyl)carbamate from Example 75, Step 2 (1 eq.) in a 1:1 (v/v) methanol:water solution (0.05 M) was added Oxone™ (2.5 eq.) and sodium bicarbonate (10 eq.). The reaction mixture was stirred at RT for 1 h. The volatiles were then removed in vacuo and the result residue was extracted with ether. The combined organic extracts were washed with water and b... Starting materials: CC(=O)O, CO, O=C(c1cn(CC2CCCNC2)c2cc(Cl)ccc12)N1CCC2(CC1)OCc1ccccc12. Reaction SMILES: [C:34]([OH:35])(=[O:36])[CH3:37].[CH3:38][OH:39].[Cl:1][c:2]1[cH:3][cH:4][c:5]2[c:6]([C:18](=[O:19])[N:20]3[CH2:21][CH2:22][C:23]4([O:24][CH2:25][c:26]5[c:27]4[cH:28][cH:29][cH:30][cH:31]5)[CH2:32][CH2:33]3)[cH:7][n:8]([CH2:11][CH:12]3[CH2:13][NH:14][CH2:15][CH2:16][CH2:17]3)[c:9]2[cH:10]1>>[Cl:1][c:2]1[cH:3][cH:4][c:5]2[c:6]([C:18](=[O:19])[N:20]3[CH2:21][CH2:22][C:23]4([O:24][CH2:25][c:26]5[c:27]4[cH:28][cH:29][cH:30][cH:31]5)[CH2:32][CH2:33]3)[cH:7][n:8]([CH2:11][CH:12]3[CH2:13][N:14]([CH3:34])[CH2:15][CH2:16][CH2:17]3)[c:9]2[cH:10]1. Yields the product CN1CCCC(Cn2cc(C(=O)N3CCC4(CC3)OCc3ccccc34)c3ccc(Cl)cc32)C1. Reactants: triacetoxy-sodium borohydride, FC(C=1C=C(C=O)C=C(C1)C(F)(F)F)(F)F (3,5-Bis-trifluoromethylbenzaldehyde), C(C)N (ethylamine), C(C)(=O)O (acetic acid), C([O-])(O)=O.[Na+] (sodium bicarbonate). The solvent is ClCCCl (1,2-dichloroethane). Product: FC(C=1C=C(CNCC)C=C(C1)C(F)(F)F)(F)F ((3,5-bis-trifluoromethyl-benzyl)-ethyl-amine). RXN SMILES: [F:1][C:2]([F:16])([F:15])[C:3]1[CH:4]=[C:5]([CH:8]=[C:9]([C:11]([F:14])([F:13])[F:12])[CH:10]=1)[CH:6]=O.[CH2:17]([NH2:19])[CH3:18].C(O)(=O)C.C(=O)(O)[O-].[Na+]>ClCCCl>[F:1][C:2]([F:16])([F:15])[C:3]1[CH:4]=[C:5]([CH:8]=[C:9]([C:11]([F:14])([F:13])[F:12])[CH:10]=1)[CH2:6][NH:19][CH2:17][CH3:18] |f:3.4|. Procedure: 3,5-Bis-trifluoromethylbenzaldehyde (3.00 g) is dissolved in 1,2-dichloroethane (50 ml), and thereto are added 70% aqueous ethylamine solution (0.80 ml) and acetic acid (2.1 ml), followed by an addition of triacetoxy-sodium borohydride (13.1 μg) at room temperature over 1 hour with stirring. The mixture is stirred at room temperature for additional 30 minutes, and to the reaction mixture is then added a saturated aqueous sodium bicarbonate solution, and the mixture is extracted with ethyl acetat... Starting materials: BrC1=NN(C=2C1=NC=CC2)CC (3-bromo-1-ethyl-1H-pyrazolo[4,3-b]pyridine), OC1=CC=C(C=C1)B(O)O ((4-hydroxyphenyl)boronic acid), C(=O)([O-])[O-].[Na+].[Na+] (Na2CO3), COCCOC (DME). The reagents and catalysts are C=1C=CC(=CC1)[P](C=2C=CC=CC2)(C=3C=CC=CC3)[Pd]([P](C=4C=CC=CC4)(C=5C=CC=CC5)C=6C=CC=CC6)([P](C=7C=CC=CC7)(C=8C=CC=CC8)C=9C=CC=CC9)[P](C=1C=CC=CC1)(C=1C=CC=CC1)C=1C=CC=CC1 (Pd(PPh3)4). The solvent is O (H2O), O (water). Yields the product C(C)N1N=C(C2=NC=CC=C21)C2=CC=C(C=C2)O (4-(1-Ethyl-1H-pyrazolo[4,3-b]pyridin-3-yl)phenol). Yield: 36.9%. Reaction SMILES: Br[C:2]1[C:6]2=[N:7][CH:8]=[CH:9][CH:10]=[C:5]2[N:4]([CH2:11][CH3:12])[N:3]=1.[OH:13][C:14]1[CH:19]=[CH:18][C:17](B(O)O)=[CH:16][CH:15]=1.C([O-])([O-])=O.[Na+].[Na+].COCCOC>C1C=CC([P]([Pd]([P](C2C=CC=CC=2)(C2C=CC=CC=2)C2C=CC=CC=2)([P](C2C=CC=CC=2)(C2C=CC=CC=2)C2C=CC=CC=2)[P](C2C=CC=CC=2)(C2C=CC=CC=2)C2C=CC=CC=2)(C2C=CC=CC=2)C2C=CC=CC=2)=CC=1.O>[CH2:11]([N:4]1[C:5]2[C:6](=[N:7][CH:8]=[CH:9][CH:10]=2)[C:2]([C:17]2[CH:18]=[CH:19][C:14]([OH:13])=[CH:15][CH:16]=2)=[N:3]1)[CH3:12] |f:2.3.4,^1:38,40,59,78|. Procedure: A mixture of 3-bromo-1-ethyl-1H-pyrazolo[4,3-b]pyridine (904 mg), (4-hydroxyphenyl)boronic acid (690 mg), Pd(PPh3)4 (139 mg), Na2CO3 (1.48 g), DME (17.5 mL), and H2O (3.5 mL) was refluxed overnight under Ar atmosphere. The reaction mixture was poured into water and extracted with AcOEt. The extract was washed with brine, dried over MgSO4, and concentrated under reduced pressure. The residue purified by basic silica gel column chromatography (AcOEt) and crystallized from hexane/AcOEt to give the ...